From a dataset of the Open Reaction Database (ORD), a public repository of structured organic reaction records. describe an organic reaction: reactants, conditions, products, and yield Starting materials: ClC=1C=CC=C2C=C(N=C(C12)N[C@@H]1CN(CC1)C(=O)OC(C)(C)C)C(=N)NN ((S)-tert-butyl 3-((8-chloro-3-(hydrazinyl(imino)methyl)isoquinolin-1-yl)amino)pyrrolidine-1-carboxylate), C1=CN(C=N1)C(=O)N2C=CN=C2 (CDI). The solvent is O1CCOCC1 (dioxane). The product is ClC=1C=CC=C2C=C(N=C(C12)N[C@@H]1CN(CC1)C(=O)OC(C)(C)C)C1=NNC(N1)=O ((S)-tert-butyl 3-((8-chloro-3-(5-oxo-4,5-dihydro-1H-1,2,4-triazol-3-yl)isoquinolin-1-yl)amino)pyrrolidine-1-carboxylate). The yield is 35.9%. As a reaction SMILES: [Cl:1][C:2]1[CH:3]=[CH:4][CH:5]=[C:6]2[C:11]=1[C:10]([NH:12][C@H:13]1[CH2:17][CH2:16][N:15]([C:18]([O:20][C:21]([CH3:24])([CH3:23])[CH3:22])=[O:19])[CH2:14]1)=[N:9][C:8]([C:25]([NH:27][NH2:28])=[NH:26])=[CH:7]2.C1N=CN([C:34](N2C=NC=C2)=[O:35])C=1>O1CCOCC1>[Cl:1][C:2]1[CH:3]=[CH:4][CH:5]=[C:6]2[C:11]=1[C:10]([NH:12][C@H:13]1[CH2:17][CH2:16][N:15]([C:18]([O:20][C:21]([CH3:23])([CH3:24])[CH3:22])=[O:19])[CH2:14]1)=[N:9][C:8]([C:25]1[NH:26][C:34](=[O:35])[NH:28][N:27]=1)=[CH:7]2. Procedure details: To a mixture of (S)-tert-butyl 3-((8-chloro-3-(hydrazinyl(imino)methyl)isoquinolin-1-yl)amino)pyrrolidine-1-carboxylate (450 mg, 1.1 mmol) in dioxane (10 mL) was added CDI (360 mg, 2.2 mmol). The resulting mixture was heated to reflux for 2 hours and was subsequently concentrated in vacuo. The crude product was purified by preparative HPLC to give the title compound (170 mg, 45%). ESI-MS m/z [M+H]+ 431.1.